Dataset: the Open Reaction Database (ORD), a public repository of structured organic reaction records. Task: describe an organic reaction: reactants, conditions, products, and yield Reactants: Br[Mg]c1ccccc1 (effective_coupling_partner), COc3ccc(C(c1ccccc1)n2ccnc2)cc3 (substrate). The reagents and catalysts are PPhCy2. Conditions: temperature 80 celsius, time 15 hour. Yields the product c4ccc(c3ccc(C(c1ccccc1)n2ccnc2)cc3)cc4. Reactants: FC=1C=CC2=C(NC(=N2)S)C1F (6,7-Difluoro-1H-benzimidazole-2-thiol), [H-].[Na+] (sodium hydride), [N+](=O)([O-])C1=CC=C(O1)C=O (5-Nitro-2-furaldehyde). Solvent: O1CCCC1 (tetrahydrofuran). The product is FC=1C=CC2=C(NC(=N2)SC2=CC=C(O2)C=O)C1F (5-(6,7-difluoro-1H-benzimidazol-2-ylsulfanyl)-furan-2-carbaldehyde). Yield: 55.2%. Reaction SMILES: [F:1][C:2]1[CH:3]=[CH:4][C:5]2[N:9]=[C:8]([SH:10])[NH:7][C:6]=2[C:11]=1[F:12].[H-].[Na+].[N+]([C:18]1[O:22][C:21]([CH:23]=[O:24])=[CH:20][CH:19]=1)([O-])=O>O1CCCC1>[F:1][C:2]1[CH:3]=[CH:4][C:5]2[N:9]=[C:8]([S:10][C:18]3[O:22][C:21]([CH:23]=[O:24])=[CH:20][CH:19]=3)[NH:7][C:6]=2[C:11]=1[F:12] |f:1.2|. Procedure: 6,7-Difluoro-1H-benzimidazole-2-thiol (0.34 g, 1.81 mmol) is suspended into 20 mL of tetrahydrofuran (THF) under argon. Then, 130 mg (2.71 mmol) of sodium hydride are added. The reaction mixture is stirred at room temperature until gas evolution has ceased. 5-Nitro-2-furaldehyde (0.25 g, 1.81 mmol) is then added and the reaction mixture is stirred at room temperature for 3 h, upon which it is poured on ice and extracted twice with ethyl acetate. The organic extracts are combined, washed with bri... Reactants: ClC(F)F (chlorodifluoromethane), C=1(O)C(O)=CC=CC1 (pyrocatechol), [OH-].[Na+] (sodium hydroxide), S(=O)([O-])S(=O)[O-].[Na+].[Na+] (sodium dithionite). Solvent: O (water), O1CCOCC1 (dioxane). The product is FC(OC1=C(C=CC=C1)O)F (2-difluoromethoxyphenol). RXN SMILES: Cl[CH:2]([F:4])[F:3].[C:5]1([C:7](=[CH:9][CH:10]=[CH:11][CH:12]=1)[OH:8])[OH:6].[OH-].[Na+].S(S([O-])=O)([O-])=O.[Na+].[Na+]>O.O1CCOCC1>[F:3][CH:2]([F:4])[O:6][C:5]1[CH:12]=[CH:11][CH:10]=[CH:9][C:7]=1[OH:8] |f:2.3,4.5.6|. Reported procedure: 275 g of chlorodifluoromethane are passed into a solution of 100 g of pyrocatechol, 220 g of sodium hydroxide and 60 g of sodium dithionite in 500 ml of water and 400 ml of dioxane at 50°-55° C. analogously to L. N. Sedova et al., Zh. Org. Khim. 6, 568 (1970). After distillation at 61°-62° C./1.0-1.1 kPa, a mixture of 1,2-bis(difluoromethoxy)benzene and 2-difluoromethoxyphenol is obtained, the products being separated by chromatography on silica gel by means of cyclohexane/ethyl acetate (4:1). Starting materials: CC(C)(C)OC(=O)C(CCBr)Oc1ccc([N+](=O)[O-])c(F)c1, C1CCOC1, CC(C)(C)[O-], [K+]. Reaction SMILES: [C:1]([CH3:2])([CH3:3])([CH3:4])[O:5][C:6]([CH:7]([CH2:8][CH2:9][Br:10])[O:11][c:12]1[cH:13][c:14]([F:21])[c:15]([N+:18](=[O:19])[O-:20])[cH:16][cH:17]1)=[O:22].[CH2:29]1[O:30][CH2:31][CH2:32][CH2:33]1.[CH3:23][C:24]([CH3:25])([O-:26])[CH3:27].[K+:28]>>[C:1]([CH3:2])([CH3:3])([CH3:4])[O:5][C:6]([C:7]1([O:11][c:12]2[cH:13][c:14]([F:21])[c:15]([N+:18](=[O:19])[O-:20])[cH:16][cH:17]2)[CH2:8][CH2:9]1)=[O:22]. Yields the product CC(C)(C)OC(=O)C1(Oc2ccc([N+](=O)[O-])c(F)c2)CC1. The product is N#CCC1C(=O)c2ccccc2C1(c1ccccc1)c1ccccc1. RXN SMILES: [Br:24][CH2:25][C:26]#[N:27].[KH:23].[O:29]1[CH2:30][CH2:31][CH2:32][CH2:33]1.[OH2:28].[c:1]1([C:7]2([c:17]3[cH:18][cH:19][cH:20][cH:21][cH:22]3)[CH2:8][C:9](=[O:16])[c:10]3[cH:11][cH:12][cH:13][cH:14][c:15]32)[cH:2][cH:3][cH:4][cH:5][cH:6]1>>[c:1]1([C:7]2([c:17]3[cH:18][cH:19][cH:20][cH:21][cH:22]3)[CH:8]([CH2:25][C:26]#[N:27])[C:9](=[O:16])[c:10]3[cH:11][cH:12][cH:13][cH:14][c:15]32)[cH:2][cH:3][cH:4][cH:5][cH:6]1. Starting materials: N#CCBr, [KH], C1CCOC1, O, O=C1CC(c2ccccc2)(c2ccccc2)c2ccccc21. Reactants: CC(=O)O, CCOC(=O)CC1Cc2cc(CN(C)C)c(OCCCNc3ccccn3)cc2Cc2cc(F)ccc21, CCOC(=O)CC1Cc2ccc(OCCCNc3ccccn3)cc2Cc2ccccc21. The product is CN(C)Cc1cc2c(cc1OCCCNc1ccccn1)Cc1cc(F)ccc1C(CC(=O)O)C2. Reaction SMILES: [C:70]([OH:71])(=[O:72])[CH3:73].[CH3:1][N:2]([CH3:3])[CH2:4][c:5]1[cH:6][c:7]2[c:8]([cH:25][c:26]1[O:27][CH2:28][CH2:29][CH2:30][NH:31][c:32]1[n:33][cH:34][cH:35][cH:36][cH:37]1)[CH2:9][c:10]1[c:11]([cH:20][cH:21][c:22]([F:24])[cH:23]1)[CH:12]([CH2:14][C:15](=[O:16])[O:17][CH2:18][CH3:19])[CH2:13]2.[n:38]1[cH:39][cH:40][cH:41][cH:42][c:43]1[NH:44][CH2:45][CH2:46][CH2:47][O:48][c:49]1[cH:50][cH:51][c:52]2[c:68]([cH:69]1)[CH2:67][c:66]1[c:61]([cH:62][cH:63][cH:64][cH:65]1)[CH:54]([CH2:55][C:56]([O:57][CH2:58][CH3:59])=[O:60])[CH2:53]2>>[CH3:1][N:2]([CH3:3])[CH2:4][c:5]1[cH:6][c:7]2[c:8]([cH:25][c:26]1[O:27][CH2:28][CH2:29][CH2:30][NH:31][c:32]1[n:33][cH:34][cH:35][cH:36][cH:37]1)[CH2:9][c:10]1[c:11]([cH:20][cH:21][c:22]([F:24])[cH:23]1)[CH:12]([CH2:14][C:15](=[O:16])[OH:17])[CH2:13]2.